This data is from the Open Reaction Database (ORD), a public repository of structured organic reaction records. The task is: describe an organic reaction: reactants, conditions, products, and yield Starting materials: BrC1=C(C=CC(=N1)C(=O)OC)F (methyl 6-bromo-5-fluoropicolinate), FC1=C(C(=CC(=C1)C1COC1)F)B1OC(C(O1)(C)C)(C)C (2-(2,6-difluoro-4-(oxetan-3-yl)phenyl)-4,4,5,5-tetramethyl-1,3,2-dioxaborolane). Yields the product FC1=C(C(=CC(=C1)C1COC1)F)C1=C(C=CC(=N1)C(=O)OC)F (methyl 6-(2,6-difluoro-4-(oxetan-3-yl)phenyl)-5-fluoropicolinate). Yield: 47.0%. Reaction SMILES: Br[C:2]1[N:7]=[C:6]([C:8]([O:10][CH3:11])=[O:9])[CH:5]=[CH:4][C:3]=1[F:12].[F:13][C:14]1[CH:19]=[C:18]([CH:20]2[CH2:23][O:22][CH2:21]2)[CH:17]=[C:16]([F:24])[C:15]=1B1OC(C)(C)C(C)(C)O1>>[F:13][C:14]1[CH:19]=[C:18]([CH:20]2[CH2:23][O:22][CH2:21]2)[CH:17]=[C:16]([F:24])[C:15]=1[C:2]1[N:7]=[C:6]([C:8]([O:10][CH3:11])=[O:9])[CH:5]=[CH:4][C:3]=1[F:12]. Procedure details: Method 1 was followed using methyl 6-bromo-5-fluoropicolinate (1.2 equiv.) and 2-(2,6-difluoro-4-(oxetan-3-yl)phenyl)-4,4,5,5-tetramethyl-1,3,2-dioxaborolane (1.0 equiv.) at 80° C. for 15 min in microwave to give methyl 6-(2,6-difluoro-4-(oxetan-3-yl)phenyl)-5-fluoropicolinate in 47% yield. LC/MS=324.0 (MH+), Rt=0.75 min. Starting materials: CNC1=CC=C(C=C1)CCN (2-(4-methylaminophenyl)ethylamine), C(C)(C)(C)OC(OC(C)(C)C)=O (di-t-butylcarbonate). Yields the product CNC1=CC=C(C=C1)CCNC(OC(C)(C)C)=O (t-butyl 2-(4-methylaminophenyl)ethylcarbamate). The yield is 94.6%. RXN SMILES: [CH3:1][NH:2][C:3]1[CH:8]=[CH:7][C:6]([CH2:9][CH2:10][NH2:11])=[CH:5][CH:4]=1.[C:12]([O:16][C:17](=O)[O:18]C(C)(C)C)([CH3:15])([CH3:14])[CH3:13]>>[CH3:1][NH:2][C:3]1[CH:8]=[CH:7][C:6]([CH2:9][CH2:10][NH:11][C:17](=[O:18])[O:16][C:12]([CH3:15])([CH3:14])[CH3:13])=[CH:5][CH:4]=1. Procedure: 2.03 g of 2-(4-methylaminophenyl)ethylamine and 3.20 g of di-t-butylcarbonate were subjected to an acylation reaction to obtain 3.20 g of t-butyl 2-(4-methylaminophenyl)ethylcarbamate. Starting materials: O=C1CCC(=O)N1Br, COCOc1cc(CO)cc(OCOC)c1, CN(C)C=O, O. The product is COCOc1cc(CO)c(Br)c(OCOC)c1. RXN SMILES: [Br:17][N:18]1[C:19](=[O:20])[CH2:21][CH2:22][C:23]1=[O:24].[CH3:1][O:2][CH2:3][O:4][c:5]1[cH:6][c:7]([CH2:15][OH:16])[cH:8][c:9]([O:11][CH2:12][O:13][CH3:14])[cH:10]1.[CH3:26][N:27]([CH3:28])[CH:29]=[O:30].[OH2:25]>>[CH3:1][O:2][CH2:3][O:4][c:5]1[c:6]([Br:17])[c:7]([CH2:15][OH:16])[cH:8][c:9]([O:11][CH2:12][O:13][CH3:14])[cH:10]1. Starting materials: CCOC(=O)OCC, C=C(C)C1CC=C(C)C(=O)C1, [H-], [Na+]. Yields the product C=C(C)C1CC=C(C)C(=O)C1C(=O)OCC. RXN SMILES: [C:12]([O:13][CH2:14][CH3:15])([O:16][CH2:18][CH3:19])=[O:17].[CH3:1][C:2]1=[CH:7][CH2:6][CH:5]([C:8](=[CH2:9])[CH3:10])[CH2:4][C:3]1=[O:11].[H-:20].[Na+:21]>>[CH3:1][C:2]1=[CH:7][CH2:6][CH:5]([C:8](=[CH2:9])[CH3:10])[CH:4]([C:12]([O:13][CH2:14][CH3:15])=[O:16])[C:3]1=[O:11]. Reactants: CC=1C(=C(C2=CC=C(C=C2C1)OC)OC1=CC=C(C=C1)OCC(=O)O)C1=CC=CC=C1 ([(4-{[3-methyl-6-(methyloxy)-2-phenyl-1-naphthalenyl]oxy}phenyl)oxy]acetic acid), B(Br)(Br)Br (BBr3), C(=O)(O)[O-].[Na+] (NaHCO3). The solvent is C(Cl)Cl (CH2Cl2). Run at time 2 hour. Product: OC=1C=C2C=C(C(=C(C2=CC1)OC1=CC=C(C=C1)OCC(=O)O)C1=CC=CC=C1)C (({4-[(6-hydroxy-3-methyl-2-phenyl-1-naphthalenyl)oxy]phenyl}oxy)acetic acid). Isolated yield 19.4%. As a reaction SMILES: [CH3:1][C:2]1[C:3]([C:26]2[CH:31]=[CH:30][CH:29]=[CH:28][CH:27]=2)=[C:4]([O:14][C:15]2[CH:20]=[CH:19][C:18]([O:21][CH2:22][C:23]([OH:25])=[O:24])=[CH:17][CH:16]=2)[C:5]2[C:10]([CH:11]=1)=[CH:9][C:8]([O:12]C)=[CH:7][CH:6]=2.B(Br)(Br)Br.C([O-])(O)=O.[Na+]>C(Cl)Cl>[OH:12][C:8]1[CH:9]=[C:10]2[C:5](=[CH:6][CH:7]=1)[C:4]([O:14][C:15]1[CH:16]=[CH:17][C:18]([O:21][CH2:22][C:23]([OH:25])=[O:24])=[CH:19][CH:20]=1)=[C:3]([C:26]1[CH:27]=[CH:28][CH:29]=[CH:30][CH:31]=1)[C:2]([CH3:1])=[CH:11]2 |f:2.3|. Procedure: To a cold (5° C.) solution of ([(4-{[3-methyl-6-(methyloxy)-2-phenyl-1-naphthalenyl]oxy}phenyl)oxy]acetic acid (235) (0.150 g, 0.36 mmol) in CH2Cl2 (5 mL) was added BBr3 (0.1 mL, 1.1 mmol) slowly. The reaction mixture was stirred between 5° C. and 20° C. for 2 h and poured into 10% aqueous NaHCO3 (60 mL) slowly. The reaction mixture was extracted with EtOAc (3×75 mL). The combined organic layer was washed with brine (1×50 mL), dried (Na2SO4), and concentrated to afford the crude product. Purific... Reactants: C(=O)(C(F)(F)F)O (TFA), COC(C1=CC=C(C=C1)CNC(=O)C1=CC=CC=2N(C([C@H](COC21)NC([C@H](C)N(C)C(=O)OC(C)(C)C)=O)=O)CC2=C(C=CC1=CC(=CC=C21)Br)OC)=O (4-[({(S)-9-(6-bromo-2-methoxy-naphthalen-1-ylmethyl)-7-[(S)-2-(tert-butoxycarbonyl-methyl-amino)-propionyl amino]-8-oxo-6,7,8,9-tetrahydro-5-oxa-9-aza-benzocycloheptene-4-carbonyl}-amino)-methyl]-benzoic acid methyl ester). The solvent is C(Cl)Cl (DCM). The product is COC(C1=CC=C(C=C1)CNC(=O)C1=CC=CC=2N(C([C@H](COC21)NC([C@H](C)NC)=O)=O)CC2=C(C=CC1=CC(=CC=C21)Br)OC)=O (4-({[(S)-9-(6-Bromo-2-methoxy-naphthalen-1-ylmethyl)-7-((S)-2-methylamino-propionylamino)-8-oxo-6,7,8,9-tetrahydro-5-oxa-9-aza-benzocycloheptene-4-carbonyl]-amino}-methyl)-benzoic acid methyl ester). The yield is 95.4%. As a reaction SMILES: C(O)(C(F)(F)F)=O.[CH3:8][O:9][C:10](=[O:61])[C:11]1[CH:16]=[CH:15][C:14]([CH2:17][NH:18][C:19]([C:21]2[C:31]3[O:30][CH2:29][C@H:28]([NH:32][C:33](=[O:45])[C@@H:34]([N:36](C(OC(C)(C)C)=O)[CH3:37])[CH3:35])[C:27](=[O:46])[N:26]([CH2:47][C:48]4[C:57]5[C:52](=[CH:53][C:54]([Br:58])=[CH:55][CH:56]=5)[CH:51]=[CH:50][C:49]=4[O:59][CH3:60])[C:25]=3[CH:24]=[CH:23][CH:22]=2)=[O:20])=[CH:13][CH:12]=1>C(Cl)Cl>[CH3:8][O:9][C:10](=[O:61])[C:11]1[CH:12]=[CH:13][C:14]([CH2:17][NH:18][C:19]([C:21]2[C:31]3[O:30][CH2:29][C@H:28]([NH:32][C:33](=[O:45])[C@@H:34]([NH:36][CH3:37])[CH3:35])[C:27](=[O:46])[N:26]([CH2:47][C:48]4[C:57]5[C:52](=[CH:53][C:54]([Br:58])=[CH:55][CH:56]=5)[CH:51]=[CH:50][C:49]=4[O:59][CH3:60])[C:25]=3[CH:24]=[CH:23][CH:22]=2)=[O:20])=[CH:15][CH:16]=1. Procedure details: TFA (340 mg, 222 μl, 2.99 mmol, Eq: 200.00) was added to a solution of 4-[({(S)-9-(6-bromo-2-methoxy-naphthalen-1-ylmethyl)-7-[(S)-2-(tert-butoxycarbonyl-methyl-amino)-propionyl amino]-8-oxo-6,7,8,9-tetrahydro-5-oxa-9-aza-benzocycloheptene-4-carbonyl}-amino)-methyl]-benzoic acid methyl ester (12 mg, 14.9 μmol, Eq: 1.00) in DCM (300 μl) at 0° C. After 1 h the mixture was concentrated and the residue dissolved in DCM. The solution was washed with sat. NaHCO3 and the NaHCO3 solution back extracted ... Reactants: C(C)(=O)NC1=CC=C(C=C1)/C=C/CC(=O)O ((E)-4-(4-(acetylamino)phenyl)-3-butenoic acid), CO (methanol), S(O)(O)(=O)=O (sulfuric acid), Cl (hydrochloric acid). Run in aqueous solution, [OH-].[K+] (potassium hydroxide). The product is NC1=CC=C(C=C1)/C=C/CC(=O)OC (Methyl (E)-4-(4-aminophenyl)-3-butenoate), oil. Yield: 82.0%. RXN SMILES: C([NH:4][C:5]1[CH:10]=[CH:9][C:8](/[CH:11]=[CH:12]/[CH2:13][C:14]([OH:16])=[O:15])=[CH:7][CH:6]=1)(=O)C.Cl.[CH3:18]O.S(=O)(=O)(O)O>[OH-].[K+]>[NH2:4][C:5]1[CH:6]=[CH:7][C:8](/[CH:11]=[CH:12]/[CH2:13][C:14]([O:16][CH3:18])=[O:15])=[CH:9][CH:10]=1 |f:4.5|. Procedure details: 7.5 g of (E)-4-(4-(acetylamino)phenyl)-3-butenoic acid was dissolved in a 1N aqueous solution of potassium hydroxide. The obtained solution was heated under reflux for 4 hours and cooled by allowing to stand. After the pH of the solution had been adjusted to about 3 by the addition of concentrated hydrochloric acid, the resulting solution was concentrated under a reduced pressure, followed by the addition of benzene. The obtained mixture was concentrated and freed from the water by azeotropic di...